This data is from the Open Reaction Database (ORD), a public repository of structured organic reaction records. The task is: describe an organic reaction: reactants, conditions, products, and yield The reactants are Cn1ccnc1CN(CCc1ccc(S(N)(=O)=O)cc1)CC(=O)OC(C)(C)C, ClCCl, O=C(O)C(F)(F)F. Yields the product Cn1ccnc1CN(CCc1ccc(S(N)(=O)=O)cc1)CC(=O)O. Reaction SMILES: [CH3:1][n:2]1[c:3]([CH2:7][N:8]([CH2:9][C:10](=[O:11])[O:12][C:13]([CH3:14])([CH3:15])[CH3:16])[CH2:17][CH2:18][c:19]2[cH:20][cH:21][c:22]([S:25]([NH2:26])(=[O:27])=[O:28])[cH:23][cH:24]2)[n:4][cH:5][cH:6]1.[Cl:29][CH2:30][Cl:31].[F:32][C:33]([F:34])([F:35])[C:36]([OH:37])=[O:38]>>[CH3:1][n:2]1[c:3]([CH2:7][N:8]([CH2:9][C:10](=[O:11])[OH:12])[CH2:17][CH2:18][c:19]2[cH:20][cH:21][c:22]([S:25]([NH2:26])(=[O:27])=[O:28])[cH:23][cH:24]2)[n:4][cH:5][cH:6]1. Reactants: [BH4-], CCS(=O)(=O)N(Cc1ccc(F)c(C(F)(F)F)c1)c1sc2ccccc2c1C(C)=O, CCO, [Na+]. Yields the product CCS(=O)(=O)N(Cc1ccc(F)c(C(F)(F)F)c1)c1sc2ccccc2c1C(C)O. RXN SMILES: [BH4-:1].[C:3]([CH3:4])(=[O:5])[c:6]1[c:7]2[c:8]([s:9][c:10]1[N:11]([S:12](=[O:13])(=[O:14])[CH2:15][CH3:16])[CH2:17][c:18]1[cH:19][c:20]([C:25]([F:26])([F:27])[F:28])[c:21]([F:24])[cH:22][cH:23]1)[cH:29][cH:30][cH:31][cH:32]2.[CH3:33][CH2:34][OH:35].[Na+:2]>>[CH:3]([CH3:4])([OH:5])[c:6]1[c:7]2[c:8]([s:9][c:10]1[N:11]([S:12](=[O:13])(=[O:14])[CH2:15][CH3:16])[CH2:17][c:18]1[cH:19][c:20]([C:25]([F:26])([F:27])[F:28])[c:21]([F:24])[cH:22][cH:23]1)[cH:29][cH:30][cH:31][cH:32]2. The reactants are FC1=C(C=CC(=C1)F)C1=NC(=NC=N1)NC1=CC(=CC=C1)CS(=O)(=O)C (4-(2,4-difluorophenyl)-N-{3-[(methylsulfonyl)methyl]phenyl}-1,3,5-triazin-2-amine), intermediate 42.1, FC=1C=C(CO)C=CC1F (3,4-difluorobenzyl alcohol). Product: FC=1C=C(COC2=C(C=CC(=C2)F)C2=NC(=NC=N2)NC2=CC(=CC=C2)CS(=O)(=O)C)C=CC1F (4-{2-[(3,4-Difluorobenzyl)oxy]-4-fluorophenyl}-N-{3-[(methylsulfonyl)methyl]-phenyl}-1,3,5-triazin-2-amine). RXN SMILES: F[C:2]1[CH:7]=[C:6]([F:8])[CH:5]=[CH:4][C:3]=1[C:9]1[N:14]=[CH:13][N:12]=[C:11]([NH:15][C:16]2[CH:21]=[CH:20][CH:19]=[C:18]([CH2:22][S:23]([CH3:26])(=[O:25])=[O:24])[CH:17]=2)[N:10]=1.[F:27][C:28]1[CH:29]=[C:30]([CH:33]=[CH:34][C:35]=1[F:36])[CH2:31][OH:32]>>[F:27][C:28]1[CH:29]=[C:30]([CH:33]=[CH:34][C:35]=1[F:36])[CH2:31][O:32][C:2]1[CH:7]=[C:6]([F:8])[CH:5]=[CH:4][C:3]=1[C:9]1[N:14]=[CH:13][N:12]=[C:11]([NH:15][C:16]2[CH:21]=[CH:20][CH:19]=[C:18]([CH2:22][S:23]([CH3:26])(=[O:25])=[O:24])[CH:17]=2)[N:10]=1. Reported procedure: Starting with 4-(2,4-difluorophenyl)-N-{3-[(methylsulfonyl)methyl]phenyl}-1,3,5-triazin-2-amine (70 mg; 0.184 mmol), intermediate 42.1, and 3,4-difluorobenzyl alcohol (108 mg; 0.736 mmol), example 86 was prepared analogously to the procedure for the preparation of example 42. The reactants are C(C)(C)(C)NC1=NC=NC2=C(C=CC=C12)N (N4-(tert-butyl)quinazoline-4,8-diamine), CCN(C(C)C)C(C)C (DIPEA), CC1=C(C(=O)O)C(=CC=C1CNC(C(C)(C)C)=O)C (2,6-dimethyl-3-(pivalamidomethyl)benzoic acid), C(C(=O)Cl)(=O)Cl (oxalyl chloride). Reagents/catalysts: CN(C)C=O (DMF). Run in C(Cl)Cl (CH2Cl2). The product is C(C)(C)(C)NC1=NC=NC2=C(C=CC=C12)NC(C1=C(C(=CC=C1C)CNC(C(C)(C)C)=O)C)=O (N-(4-(tert-Butylamino)quinazolin-8-yl)-2,6-dimethyl-3-(pivalamidomethyl)benzamide). Isolated yield 5.1%. RXN SMILES: [C:1]([NH:5][C:6]1[C:15]2[C:10](=[C:11]([NH2:16])[CH:12]=[CH:13][CH:14]=2)[N:9]=[CH:8][N:7]=1)([CH3:4])([CH3:3])[CH3:2].[CH3:17][C:18]1[C:26]([CH2:27][NH:28][C:29](=[O:34])[C:30]([CH3:33])([CH3:32])[CH3:31])=[CH:25][CH:24]=[C:23]([CH3:35])[C:19]=1[C:20](O)=[O:21].C(Cl)(=O)C(Cl)=O.CCN(C(C)C)C(C)C>CN(C=O)C.C(Cl)Cl>[C:1]([NH:5][C:6]1[C:15]2[C:10](=[C:11]([NH:16][C:20](=[O:21])[C:19]3[C:23]([CH3:35])=[CH:24][CH:25]=[C:26]([CH2:27][NH:28][C:29](=[O:34])[C:30]([CH3:31])([CH3:32])[CH3:33])[C:18]=3[CH3:17])[CH:12]=[CH:13][CH:14]=2)[N:9]=[CH:8][N:7]=1)([CH3:4])([CH3:2])[CH3:3]. Procedure: The title compound was prepared following the procedure described in Example-1 using N4-(tert-butyl)quinazoline-4,8-diamine (Intermediate-55, 275 mg, 1.27 mmol), 2,6-dimethyl-3-(pivalamidomethyl)benzoic acid (Intermediate-4, 401 mg, 1.52 mmol), oxalyl chloride (230 mg, 1.82 mmol), DMF (1 drop) and DIPEA (392 mg, 3.04 mmol) in CH2Cl2 (10 mL) to afford 30 mg of the title product. 1H NMR (300 MHz, DMSO-d6): δ 9.68 (s, 1H), 8.70-8.67 (d, J=7.8 Hz, 1H), 8.44 (s, 1H), 8.13-8.10 (d, J=8.4 Hz, 1H), 7.94...